The task is: describe an organic reaction: reactants, conditions, products, and yield. This data is from the Open Reaction Database (ORD), a public repository of structured organic reaction records. The reactants are CC(C)(C)OC(=O)N1CCC(Nc2ccccc2C#N)CC1, CCO, [Cl-], [Na+], [Na+], [OH-], O, OO. Product: CC(C)(C)OC(=O)N1CCC(Nc2ccccc2C(N)=O)CC1. RXN SMILES: [C:1](#[N:2])[c:3]1[c:4]([NH:9][CH:10]2[CH2:11][CH2:12][N:13]([C:16](=[O:17])[O:18][C:19]([CH3:20])([CH3:21])[CH3:22])[CH2:14][CH2:15]2)[cH:5][cH:6][cH:7][cH:8]1.[CH3:27][CH2:28][OH:29].[Cl-:31].[Na+:24].[Na+:32].[OH-:23].[OH2:30].[OH:25][OH:26]>>[C:1]([NH2:2])([c:3]1[c:4]([NH:9][CH:10]2[CH2:11][CH2:12][N:13]([C:16](=[O:17])[O:18][C:19]([CH3:20])([CH3:21])[CH3:22])[CH2:14][CH2:15]2)[cH:5][cH:6][cH:7][cH:8]1)=[O:23]. Starting materials: ClC1=C(C=CC(=C1F)S(=O)(=O)CC)NC([C@@](C(F)(F)F)(C)O)=O ((R)-N-[2-Chloro-3-fluoro-4-(ethylsulphonyl)phenyl]-2-hydroxy-2-methyl-3,3,3-trifluoropropanamide), C(C)(=O)N1CCNCC1 (1-acetylpiperazine). Solvent: CN1CCCC1=O (NMP). Run at temperature 147 celsius. Yields the product ClC1=C(C=CC(=C1N1CCN(CC1)C(C)=O)S(=O)(=O)CC)NC([C@@](C(F)(F)F)(C)O)=O ((R)-N-[2-Chloro-3-(4-acetylpiperazin-1-yl)-4-(ethylsulphonyl)phenyl]-2-hydroxy-2-methyl-3,3,3-trifluoropropanamide). Yield: 34.8%. As a reaction SMILES: [Cl:1][C:2]1[C:7](F)=[C:6]([S:9]([CH2:12][CH3:13])(=[O:11])=[O:10])[CH:5]=[CH:4][C:3]=1[NH:14][C:15](=[O:23])[C@:16]([OH:22])([CH3:21])[C:17]([F:20])([F:19])[F:18].[C:24]([N:27]1[CH2:32][CH2:31][NH:30][CH2:29][CH2:28]1)(=[O:26])[CH3:25]>CN1C(=O)CCC1>[Cl:1][C:2]1[C:7]([N:30]2[CH2:31][CH2:32][N:27]([C:24](=[O:26])[CH3:25])[CH2:28][CH2:29]2)=[C:6]([S:9]([CH2:12][CH3:13])(=[O:11])=[O:10])[CH:5]=[CH:4][C:3]=1[NH:14][C:15](=[O:23])[C@:16]([OH:22])([CH3:21])[C:17]([F:20])([F:19])[F:18]. Procedure: (R)-N-[2-Chloro-3-fluoro-4-(ethylsulphonyl)phenyl]-2-hydroxy-2-methyl-3,3,3-trifluoropropanamide (Example 15; 2.0 g) was added to a solution of 1-acetylpiperazine (2.0 g, 3 eq) in anhydrous NMP (3 ml) under argon and the mixture was stirred and heated to 147° C. for 24 hours. The reaction mixture was cooled and partitioned between a saturated aqueous solution of ammonium chloride (80 ml) and ether (4×200 ml). The combined ether extracts were washed with brine (200 ml), dried and concentrated to ... The reactants are NC1=C(C=CC(=C1N)OC)C (2,3-diamino-4-methoxytoluene), ClC1=CC=C(C=C1)CC(=O)O (4-chlorophenylacetic acid). The solvent is C(Cl)(Cl)Cl (chloroform). Product: ClC1=CC=C(CC=2NC3=C(N2)C(=CC=C3OC)C)C=C1 (2-(4-Chlorobenzyl)-4-methoxy-7-methylbenzimidazole). Isolated yield 40.7%. RXN SMILES: [NH2:1][C:2]1[C:7]([NH2:8])=[C:6]([O:9][CH3:10])[CH:5]=[CH:4][C:3]=1[CH3:11].[Cl:12][C:13]1[CH:18]=[CH:17][C:16]([CH2:19][C:20](O)=O)=[CH:15][CH:14]=1>C(Cl)(Cl)Cl>[Cl:12][C:13]1[CH:18]=[CH:17][C:16]([CH2:19][C:20]2[NH:8][C:7]3[C:6]([O:9][CH3:10])=[CH:5][CH:4]=[C:3]([CH3:11])[C:2]=3[N:1]=2)=[CH:15][CH:14]=1. Procedure details: A mixture of 2,3-diamino-4-methoxytoluene [prepared by hydrogenation of 4-methoxy-2,3-dinitrotoluene (7.5 g) over 10% palladium-carbon (2.5 g) in ethanol] and 4-chlorophenylacetic acid (23 g) was heated at 130°-150° C. for 4.5 h under nitrogen. The mixture was cooled, dissolved in chloroform, washed with 10% sodium carbonate solution, then with water, dried (Na2SO4) and evaporated to dryness in vacuo. The product was recrystallized from chloroform-pentane to afford the title compound, (5.75 g), ... Starting materials: ClC=1C=C(C=2N(N1)C(=CN2)C(=O)NC2=CC=NC=C2)NC2=NC=NC=C2 (6-chloro-N-(pyridin-4-yl)-8-(pyrimidin-4-ylamino)imidazo[1,2-b]pyridazine-3-carboxamide), [C@H]1(CC[C@H](CC1)N)N ((trans)-cyclohexane-1,4-diamine). Procedure details: A solution of 6-chloro-N-(pyridin-4-yl)-8-(pyrimidin-4-ylamino)imidazo[1,2-b]pyridazine-3-carboxamide (12 mg, 0.033 mmol) in NMP (1 mL) was treated with (trans)-cyclohexane-1,4-diamine (37.4 mg, 0.327 mmol) and heated to 120° C. for 4 hours. The crude reaction product was dissolved in a small amount of MeOH and purified by reversed phase HPLC (YMC ODS-A 5 um 30×250 mm, 10-90% aqueous methanol containing 0.1% TFA, 25 mL/min, 30 min gradient, monitored at 220 nm). The product (retention time=19.20... Solvent: CO (MeOH), CN1CCCC1=O (NMP). Conditions: temperature 120 celsius. The yield is 14.3%. RXN SMILES: Cl[C:2]1[CH:3]=[C:4]([NH:20][C:21]2[CH:26]=[CH:25][N:24]=[CH:23][N:22]=2)[C:5]2[N:6]([C:8]([C:11]([NH:13][C:14]3[CH:19]=[CH:18][N:17]=[CH:16][CH:15]=3)=[O:12])=[CH:9][N:10]=2)[N:7]=1.[C@H:27]1([NH2:34])[CH2:32][CH2:31][C@H:30]([NH2:33])[CH2:29][CH2:28]1>CN1C(=O)CCC1.CO>[NH2:33][C@H:30]1[CH2:31][CH2:32][C@H:27]([NH:34][C:2]2[CH:3]=[C:4]([NH:20][C:21]3[CH:26]=[CH:25][N:24]=[CH:23][N:22]=3)[C:5]3[N:6]([C:8]([C:11]([NH:13][C:14]4[CH:19]=[CH:18][N:17]=[CH:16][CH:15]=4)=[O:12])=[CH:9][N:10]=3)[N:7]=2)[CH2:28][CH2:29]1. Product: N[C@@H]1CC[C@H](CC1)NC=1C=C(C=2N(N1)C(=CN2)C(=O)NC2=CC=NC=C2)NC2=NC=NC=C2 (6-((trans-4-aminocyclohexyl)amino)-N-4-pyridinyl-8-(4-pyrimidinylamino)imidazo[1,2-b]pyridazine-3-carboxamide). The reactants are [BH4-], CCn1nc(C(F)(F)F)c(C=O)c1F, CCOCC, CO, [Na+], O. Yields the product CCn1nc(C(F)(F)F)c(CO)c1F. RXN SMILES: [BH4-:15].[CH2:1]([CH3:2])[n:3]1[n:4][c:5]([C:11]([F:12])([F:13])[F:14])[c:6]([CH:9]=[O:10])[c:7]1[F:8].[CH3:18][CH2:19][O:20][CH2:21][CH3:22].[CH3:23][OH:24].[Na+:16].[OH2:17]>>[CH2:1]([CH3:2])[n:3]1[n:4][c:5]([C:11]([F:12])([F:13])[F:14])[c:6]([CH2:9][OH:10])[c:7]1[F:8]. Starting materials: Cl, [Na+], [OH-], CCOC(=O)C(C)c1cccc2cnccc12. Yields the product CC(C(=O)O)c1cccc2cnccc12. Reaction SMILES: [ClH:18].[Na+:20].[OH-:19].[cH:1]1[n:2][cH:3][cH:4][c:5]2[c:6]([CH:11]([C:12](=[O:13])[O:14][CH2:15][CH3:16])[CH3:17])[cH:7][cH:8][cH:9][c:10]12>>[cH:1]1[n:2][cH:3][cH:4][c:5]2[c:6]([CH:11]([C:12](=[O:13])[OH:14])[CH3:17])[cH:7][cH:8][cH:9][c:10]12.